describe an organic reaction: reactants, conditions, products, and yield From a dataset of the Open Reaction Database (ORD), a public repository of structured organic reaction records. The reactants are C1(=CC=C(C=C1)C(C#N)CCN(C(C)C)C(C)C)C1=CC=CC=C1 (α-[4-biphenylyl)-α-[2-(diisopropylamino)ethyl]acetonitrile). Run in C(C)#N (acetonitrile). Product: C(C)(C)N(CCC(C#N)(C1=CC=CC2=CC=CC=C12)CCN(C(C)C)C(C)C)C(C)C (α,α-bis[2-(diisopropylamino)ethyl]-α-(1-naphthyl)acetonitrile). Reaction SMILES: [C:1]1(C2C=CC=CC=2)[CH:6]=[CH:5][C:4]([CH:7]([CH2:10][CH2:11][N:12]([CH:16]([CH3:18])[CH3:17])[CH:13]([CH3:15])[CH3:14])[C:8]#[N:9])=[CH:3][CH:2]=1>C(#N)C>[CH:16]([N:12]([CH:13]([CH3:14])[CH3:15])[CH2:11][CH2:10][C:7]([CH2:10][CH2:11][N:12]([CH:16]([CH3:17])[CH3:18])[CH:13]([CH3:15])[CH3:14])([C:4]1[C:3]2[C:2](=[CH:6][CH:1]=[CH:2][CH:3]=2)[CH:1]=[CH:6][CH:5]=1)[C:8]#[N:9])([CH3:17])[CH3:18]. Procedure: Substitution of an equivalent quantity of the above acetonitrile for α-[4-biphenylyl)-α-[2-(diisopropylamino)ethyl]acetonitrile called for in Example 2, Method B, affords α,α-bis[2-(diisopropylamino)ethyl]-α-(1-naphthyl)acetonitrile, as an oil. Starting materials: CC(=O)O[BH-](OC(C)=O)OC(C)=O, CC(=O)O, O=CCc1ccccc1, CC(Cl)Cl, COC(=O)n1ncc2c(NC(=O)NCC3CCc4ccccc4N3)cccc21, [Na+]. Yields the product COC(=O)n1ncc2c(NC(=O)NCC3CCc4ccccc4N3CCc3ccccc3)cccc21. Reaction SMILES: [C:29]([O:30][BH-:31]([O:32][C:33](=[O:34])[CH3:35])[O:36][C:37](=[O:38])[CH3:39])(=[O:40])[CH3:41].[CH3:52][C:53](=[O:54])[OH:55].[CH:43](=[O:44])[CH2:45][c:46]1[cH:47][cH:48][cH:49][cH:50][cH:51]1.[Cl:56][CH:57]([Cl:58])[CH3:59].[NH:1]1[CH:2]([CH2:11][NH:12][C:13](=[O:14])[NH:15][c:16]2[c:17]3[cH:18][n:19][n:20]([C:25](=[O:26])[O:27][CH3:28])[c:21]3[cH:22][cH:23][cH:24]2)[CH2:3][CH2:4][c:5]2[cH:6][cH:7][cH:8][cH:9][c:10]21.[Na+:42]>>[N:1]1([CH2:43][CH2:45][c:46]2[cH:47][cH:48][cH:49][cH:50][cH:51]2)[CH:2]([CH2:11][NH:12][C:13](=[O:14])[NH:15][c:16]2[c:17]3[cH:18][n:19][n:20]([C:25](=[O:26])[O:27][CH3:28])[c:21]3[cH:22][cH:23][cH:24]2)[CH2:3][CH2:4][c:5]2[cH:6][cH:7][cH:8][cH:9][c:10]21.